From a dataset of the Open Reaction Database (ORD), a public repository of structured organic reaction records. describe an organic reaction: reactants, conditions, products, and yield The reactants are CCCc1c(OCc2ccc(C(N=[N+]=[N-])c3cccc(C#N)c3)cc2)ccc(C(C)=O)c1O, C1CCOC1, O, c1ccc(P(c2ccccc2)c2ccccc2)cc1. Product: CCCc1c(OCc2ccc(C(N)c3cccc(C#N)c3)cc2)ccc(C(C)=O)c1O. RXN SMILES: [C:1]([CH3:2])(=[O:3])[c:4]1[c:5]([OH:33])[c:6]([CH2:30][CH2:31][CH3:32])[c:7]([O:8][CH2:9][c:10]2[cH:11][cH:12][c:13]([CH:16]([c:17]3[cH:18][c:19]([C:20]#[N:21])[cH:22][cH:23][cH:24]3)[N:25]=[N+:26]=[N-:27])[cH:14][cH:15]2)[cH:28][cH:29]1.[O:54]1[CH2:55][CH2:56][CH2:57][CH2:58]1.[OH2:53].[c:34]1([P:35]([c:36]2[cH:37][cH:38][cH:39][cH:40][cH:41]2)[c:42]2[cH:43][cH:44][cH:45][cH:46][cH:47]2)[cH:48][cH:49][cH:50][cH:51][cH:52]1>>[C:1]([CH3:2])(=[O:3])[c:4]1[c:5]([OH:33])[c:6]([CH2:30][CH2:31][CH3:32])[c:7]([O:8][CH2:9][c:10]2[cH:11][cH:12][c:13]([CH:16]([c:17]3[cH:18][c:19]([C:20]#[N:21])[cH:22][cH:23][cH:24]3)[NH2:25])[cH:14][cH:15]2)[cH:28][cH:29]1. Reactants: [N+](=O)([O-])C1=CC=C(CBr)C=C1 (4-nitrobenzyl bromide), N1CCCC1 (pyrrolidine), O (water). Run in C1CCOC1 (THF). Conditions: time 60 hour. Yields the product [N+](=O)([O-])C1=CC=C(CN2CCCC2)C=C1 (1-(4-nitrobenzyl)pyrrolidine). As a reaction SMILES: [N+:1]([C:4]1[CH:11]=[CH:10][C:7]([CH2:8]Br)=[CH:6][CH:5]=1)([O-:3])=[O:2].[NH:12]1[CH2:16][CH2:15][CH2:14][CH2:13]1.O>C1COCC1>[N+:1]([C:4]1[CH:11]=[CH:10][C:7]([CH2:8][N:12]2[CH2:16][CH2:15][CH2:14][CH2:13]2)=[CH:6][CH:5]=1)([O-:3])=[O:2]. Procedure details: In THF (250 ml) was dissolved 4-nitrobenzyl bromide (25.0 g), and to the mixture was added pyrrolidine (24.1 ml) at 0° C. The reaction mixture was stirred at room temperature for 60 hours. To the mixture was added water (500 ml), and the mixture was extracted with ethyl acetate. The organic layer was washed with saturated sodium chloride solution, dried with anhydrous sodium sulfate, and concentrated under reduced pressure. The residue was separated and purified with column chromatography (ethyl... Reactants: Cl.C(C1=CC=CC=C1)OC1=C2CCCC(C2=CC=C1)C(=O)N(CC=1C=NNC1)C=1C=NC(=CC1)C(C)C (5-benzyloxy-N-(6-isopropylpyridin-3-yl)-N-[(pyrazol-4-yl)methyl]-1,2,3,4-tetrahydronaphthalene-1-carboxamide hydrochloride), C(C)(C)I (isopropyl iodide). The product is C(C1=CC=CC=C1)OC1=C2CCCC(C2=CC=C1)C(=O)N(C=1C=NC(=CC1)C(C)C)CC=1C=NN(C1)C(C)C (5-benzyloxy-N-[(1-isopropylpyrazol-4-yl)methyl]-N-(6-isopropylpyridin-3-yl)-1,2,3,4-tetrahydronaphthalene-1-carboxamide). RXN SMILES: Cl.[CH2:2]([O:9][C:10]1[CH:19]=[CH:18][CH:17]=[C:16]2[C:11]=1[CH2:12][CH2:13][CH2:14][CH:15]2[C:20]([N:22]([C:29]1[CH:30]=[N:31][C:32]([CH:35]([CH3:37])[CH3:36])=[CH:33][CH:34]=1)[CH2:23][C:24]1[CH:25]=[N:26][NH:27][CH:28]=1)=[O:21])[C:3]1[CH:8]=[CH:7][CH:6]=[CH:5][CH:4]=1.[CH:38](I)([CH3:40])[CH3:39]>>[CH2:2]([O:9][C:10]1[CH:19]=[CH:18][CH:17]=[C:16]2[C:11]=1[CH2:12][CH2:13][CH2:14][CH:15]2[C:20]([N:22]([CH2:23][C:24]1[CH:25]=[N:26][N:27]([CH:38]([CH3:40])[CH3:39])[CH:28]=1)[C:29]1[CH:30]=[N:31][C:32]([CH:35]([CH3:37])[CH3:36])=[CH:33][CH:34]=1)=[O:21])[C:3]1[CH:8]=[CH:7][CH:6]=[CH:5][CH:4]=1 |f:0.1|. Reported procedure: By the reaction and treatment in the same manner as in Example 83 using 5-benzyloxy-N-(6-isopropylpyridin-3-yl)-N-[(pyrazol-4-yl)methyl]-1,2,3,4-tetrahydronaphthalene-1-carboxamide hydrochloride (0.78 g) and isopropyl iodide (0.30 mL) as starting materials, 5-benzyloxy-N-[(1-isopropylpyrazol-4-yl)methyl]-N-(6-isopropylpyridin-3-yl)-1,2,3,4-tetrahydronaphthalene-1-carboxamide (0.68 g) was obtained. The reactants are compound 12, FC=1C=C(C=CC1OCCCCCCCC)C1=CC=C(C=C1)B(O)O (3-fluoro-4-octoxybiphenyl-4'-yl-boronic acid), OO (hydrogen peroxide). Product: FC=1C=C(C=CC1OCCCCCCCC)C1=CC=C(C=C1)O (3-fluoro-4-octoxy-4'-hydroxybiphenyl). Reaction SMILES: [F:1][C:2]1[CH:3]=[C:4]([C:17]2[CH:22]=[CH:21][C:20](B(O)O)=[CH:19][CH:18]=2)[CH:5]=[CH:6][C:7]=1[O:8][CH2:9][CH2:10][CH2:11][CH2:12][CH2:13][CH2:14][CH2:15][CH3:16].[OH:26]O>>[F:1][C:2]1[CH:3]=[C:4]([C:17]2[CH:22]=[CH:21][C:20]([OH:26])=[CH:19][CH:18]=2)[CH:5]=[CH:6][C:7]=1[O:8][CH2:9][CH2:10][CH2:11][CH2:12][CH2:13][CH2:14][CH2:15][CH3:16]. Procedure: This was prepared using a similar method to that described for compound 12. Quantities: 3-fluoro-4-octoxybiphenyl-4'-yl-boronic acid (11) (4.40 g, 0.012 mol), 10% hydrogen peroxide (16 ml, 0.036 mol). Reactants: BrCc1ccccc1, Oc1ccc2cc(Br)ccc2c1, O=C([O-])[O-], CCC(C)=O, CCO, [K+], [K+]. Yields the product Brc1ccc2cc(OCc3ccccc3)ccc2c1. As a reaction SMILES: [Br:13][CH2:14][c:15]1[cH:16][cH:17][cH:18][cH:19][cH:20]1.[Br:1][c:2]1[cH:3][c:4]2[cH:5][cH:6][c:7]([OH:12])[cH:8][c:9]2[cH:10][cH:11]1.[C:21](=[O:22])([O-:23])[O-:24].[CH3:27][CH2:28][C:29](=[O:30])[CH3:31].[CH3:32][CH2:33][OH:34].[K+:25].[K+:26]>>[Br:1][c:2]1[cH:3][c:4]2[cH:5][cH:6][c:7]([O:12][CH2:14][c:15]3[cH:16][cH:17][cH:18][cH:19][cH:20]3)[cH:8][c:9]2[cH:10][cH:11]1.